The task is: describe an organic reaction: reactants, conditions, products, and yield. This data is from the Open Reaction Database (ORD), a public repository of structured organic reaction records. The reactants are [OH-].[Na+] (NaOH), O (water), BrC=1C=2N(C3=C(C1)N(C(=C3)C)S(=O)(=O)C3=CC=CC=C3)C(=NN2)C (4-bromo-1,7-dimethyl-6-(phenylsulfonyl)-6H-pyrrolo[2,3-e][1,2,4]triazolo[4,3-a]pyridine). Run in C1CCOC1 (THF), CCO (EtOH), CCOCC (Et2O). Reaction conditions: time 1 hour. The product is BrC=1C=2N(C3=C(C1)NC(=C3)C)C(=NN2)C (4-Bromo-1,7-dimethyl-6H-pyrrolo[2,3-e][1,2,4]triazolo[4,3-a]pyridine). Reaction SMILES: [OH-].[Na+].O.[Br:4][C:5]1[C:6]2[N:7]([C:24]([CH3:27])=[N:25][N:26]=2)[C:8]2[CH:13]=[C:12]([CH3:14])[N:11](S(C3C=CC=CC=3)(=O)=O)[C:9]=2[CH:10]=1>C1COCC1.CCO.CCOCC>[Br:4][C:5]1[C:6]2[N:7]([C:24]([CH3:27])=[N:25][N:26]=2)[C:8]2[CH:13]=[C:12]([CH3:14])[NH:11][C:9]=2[CH:10]=1 |f:0.1|. Reported procedure: 1.0 M NaOH in water (15 mL, 15 mmol) was added to 4-bromo-1,7-dimethyl-6-(phenylsulfonyl)-6H-pyrrolo[2,3-e][1,2,4]triazolo[4,3-a]pyridine (1.57 g, 3.87 mmol, from Step 1) in THF (15 mL) and EtOH (15 mL). The reaction was continued for 1 hour, and a precipitate formed. The solid product was isolated by filtration. The solid was then suspended in Et2O, filtered and air dried. Yield: (0.86 g, 84%). As a reaction SMILES: [CH3:1][S:2]([C:5]1[S:6][C:7](/[C:10](=[N:13]\S(C(C)(C)C)=O)/[CH2:11][CH3:12])=[CH:8][N:9]=1)(=[O:4])=[O:3].[CH2:20]([Mg][Cl:23])[CH3:21].Cl.O1CCOCC1>C1COCC1.C(OCC)C.CO>[ClH:23].[CH2:20]([C:10]([NH2:13])([C:7]1[S:6][C:5]([S:2]([CH3:1])(=[O:3])=[O:4])=[N:9][CH:8]=1)[CH2:11][CH3:12])[CH3:21] |f:7.8|. The solvent is CO (methanol), C1CCOC1 (THF), C(C)OCC (diethyl ether). Starting materials: solution, Cl (HCl), O1CCOCC1 (dioxane), CS(=O)(=O)C=1SC(=CN1)\C(\CC)=N/S(=O)C(C)(C)C (2-methyl-propane-2-sulfinic acid [1-(2-methanesulfonyl-thiazol-5-yl)-prop-(Z)-ylidene]-amide), solution, C(C)[Mg]Cl (ethylmagnesium chloride). Reported procedure: To a chilled (0° C.) solution of 2-methyl-propane-2-sulfinic acid [1-(2-methanesulfonyl-thiazol-5-yl)-prop-(Z)-ylidene]-amide (100 mg, 0.3 mmol) in THF (5 mL) was added a 2 M solution of ethylmagnesium chloride (0.19 mL, 0.38 mmol) in diethyl ether. After 2.5 hours, the reaction mixture was quenched with saturated aqueous ammonium chloride (10 mL) and extracted with EtOAc (2×10 mL). The combined organic layers were washed with brine (10 mL), dried over sodium sulfate, filtered and concentrated. ... Product: Cl.C(C)C(CC)(C1=CN=C(S1)S(=O)(=O)C)N (1-Ethyl-1-(2-methanesulfonyl-thiazol-5-yl)-propylamine hydrochloride). Reaction conditions: time 2.5 hour. Starting materials: C([O-])([O-])=O.[Na+].[Na+] (sodium carbonate), BrC1=CC(=C(C(=C1)[N+](=O)[O-])NC(CC(C)(C)C)=O)C (N-(4-bromo-2-methyl-6-nitro-phenyl)-3,3-dimethyl-butyramide). The reagents and catalysts are [Zn] (Zinc). Run in O1CCCC1 (tetrahydrofuran), O1CCCC1 (tetrahydrofuran), C(C)(=O)O (acetic acid). Run at temperature 0 celsius, time 30 minute. Yields the product NC1=C(C(=CC(=C1)Br)C)NC(CC(C)(C)C)=O (N-(2-Amino-4-bromo-6-methyl-phenyl)-3,3-dimethyl-butyramide). The yield is 99.2%. As a reaction SMILES: [Br:1][C:2]1[CH:7]=[C:6]([N+:8]([O-])=O)[C:5]([NH:11][C:12](=[O:18])[CH2:13][C:14]([CH3:17])([CH3:16])[CH3:15])=[C:4]([CH3:19])[CH:3]=1.C(=O)([O-])[O-].[Na+].[Na+]>O1CCCC1.C(O)(=O)C.[Zn]>[NH2:8][C:6]1[CH:7]=[C:2]([Br:1])[CH:3]=[C:4]([CH3:19])[C:5]=1[NH:11][C:12](=[O:18])[CH2:13][C:14]([CH3:16])([CH3:15])[CH3:17] |f:1.2.3|. Reported procedure: Zinc dust (16 g) was added in portions over 2 hours to N-(4-bromo-2-methyl-6-nitro-phenyl)-3,3-dimethyl-butyramide (2.74 g) in tetrahydrofuran (50 mL) and acetic acid (12 mL) cooled to 0° C., and then stirred 30 minutes at 25° C. The reaction mixture was poured into a suspension of sodium carbonate (16 g) in tetrahydrofuran and filtered through silica (50 g), which was washed with ethyl acetate (100 mL). The organic phase was concentrated in vacuo to furnish 2.47 g (100% yield) of the title comp... Reactants: CCON=C(C(=O)OCC)c1csc(N)n1, CCO, [Na+], [OH-]. Yields the product CCON=C(C(=O)O)c1csc(N)n1. RXN SMILES: [CH2:1]([CH3:2])[O:3][C:4]([C:5]([c:6]1[n:7][c:8]([NH2:11])[s:9][cH:10]1)=[N:12][O:13][CH2:14][CH3:15])=[O:16].[CH3:19][CH2:20][OH:21].[Na+:18].[OH-:17]>>[O:3]=[C:4]([C:5]([c:6]1[n:7][c:8]([NH2:11])[s:9][cH:10]1)=[N:12][O:13][CH2:14][CH3:15])[OH:16]. Starting materials: C1(=CC=CC2=CC=CC=C12)OCCCN1C(=C(C2=CC=CC=C12)N1CCCCC1)C(=O)OCC (ethyl 1-(3-(naphthalen-1-yloxy)propyl)-3-(piperidin-1-yl)-1H-indole-2-carboxylate). Solvent: [Li+].[OH-].CO.C1CCOC1 (LiOH methanol THF). The product is C1(=CC=CC2=CC=CC=C12)OCCCN1C(=C(C2=CC=CC=C12)N1CCCCC1)C(=O)O (1-(3-(1-naphthyloxy)propyl)-3-piperidin-1-yl-1H-indole-2-carboxylic acid). Reaction SMILES: [C:1]1([O:11][CH2:12][CH2:13][CH2:14][N:15]2[C:23]3[C:18](=[CH:19][CH:20]=[CH:21][CH:22]=3)[C:17]([N:24]3[CH2:29][CH2:28][CH2:27][CH2:26][CH2:25]3)=[C:16]2[C:30]([O:32]CC)=[O:31])[C:10]2[C:5](=[CH:6][CH:7]=[CH:8][CH:9]=2)[CH:4]=[CH:3][CH:2]=1>[Li+].[OH-].CO.C1COCC1>[C:1]1([O:11][CH2:12][CH2:13][CH2:14][N:15]2[C:23]3[C:18](=[CH:19][CH:20]=[CH:21][CH:22]=3)[C:17]([N:24]3[CH2:25][CH2:26][CH2:27][CH2:28][CH2:29]3)=[C:16]2[C:30]([OH:32])=[O:31])[C:10]2[C:5](=[CH:6][CH:7]=[CH:8][CH:9]=2)[CH:4]=[CH:3][CH:2]=1 |f:1.2.3.4|. Procedure details: A mixture of EXAMPLE 74A (30 mg) in 1N aqueous LiOH/methanol/THF (1 mL/1 mL/1 mL) was stirred at room temperature overnight. The reaction mixture was acidified with 1NHCl (1 mL), and extracted with ethyl acetate. The organic phase was dried (Na2SO4) filtered, and concentrated. The concentrate was purified by reverse phaseHPLC (Zorbax SB-C18, 20-100% acetonitrile/water/0.1% trifluoroacetic acid). 1H NMR (400 MHz, DMSO-d6) δ 16.82 (s, 1H), 8.08 (d, 1H), 7.96 (d, 1H), 7.85 (d, 1H), 7.69 (d, 1H), 7.... The reactants are CCCCc1nnc(OCC2CN(C(=O)OC(C)(C)C)CCC2OCOC)cc1-c1ccc(OC2CCCCC2)cc1, CO, ClCCl, Cl, C1COCCO1. Yields the product CCCCc1nnc(OCC2CN(C(=O)OC(C)(C)C)CCC2O)cc1-c1ccc(OC2CCCCC2)cc1. RXN SMILES: [C:1]([CH3:2])([CH3:3])([CH3:4])[O:5][C:6](=[O:7])[N:8]1[CH2:9][CH:10]([CH2:18][O:19][c:20]2[n:21][n:22][c:23]([CH2:39][CH2:40][CH2:41][CH3:42])[c:24](-[c:26]3[cH:27][cH:28][c:29]([O:32][CH:33]4[CH2:34][CH2:35][CH2:36][CH2:37][CH2:38]4)[cH:30][cH:31]3)[cH:25]2)[CH:11]([O:14][CH2:15][O:16][CH3:17])[CH2:12][CH2:13]1.[CH3:44][OH:45].[Cl:46][CH2:47][Cl:48].[ClH:43].[O:49]1[CH2:50][CH2:51][O:52][CH2:53][CH2:54]1>>[C:1]([CH3:2])([CH3:3])([CH3:4])[O:5][C:6](=[O:7])[N:8]1[CH2:9][CH:10]([CH2:18][O:19][c:20]2[n:21][n:22][c:23]([CH2:39][CH2:40][CH2:41][CH3:42])[c:24](-[c:26]3[cH:27][cH:28][c:29]([O:32][CH:33]4[CH2:34][CH2:35][CH2:36][CH2:37][CH2:38]4)[cH:30][cH:31]3)[cH:25]2)[CH:11]([OH:14])[CH2:12][CH2:13]1.